From a dataset of the Open Reaction Database (ORD), a public repository of structured organic reaction records. describe an organic reaction: reactants, conditions, products, and yield Reactants: [Al+3], C1CCOC1, [H-], [H-], [H-], [H-], [Li+], Nc1ccc(CCC(=O)O)cc1. Yields the product Nc1ccc(CCCO)cc1. As a reaction SMILES: [Al+3:14].[CH2:19]1[O:20][CH2:21][CH2:22][CH2:23]1.[H-:13].[H-:16].[H-:17].[H-:18].[Li+:15].[NH2:1][c:2]1[cH:3][cH:4][c:5]([CH2:8][CH2:9][C:10](=[O:11])[OH:12])[cH:6][cH:7]1>>[NH2:1][c:2]1[cH:3][cH:4][c:5]([CH2:8][CH2:9][CH2:10][OH:11])[cH:6][cH:7]1. The reactants are CCCn1c(=O)c2nc(C(C)Cc3ccc(SCC(=O)O)cc3)[nH]c2n(CCC)c1=O, CCN=C=NCCCN(C)C, CN(C)C=O, CO, ClC(Cl)Cl, Cl, NCCN, O=C1CCC(=O)N1O. The product is CCCn1c(=O)c2nc(C(C)Cc3ccc(SCC(=O)NCCN)cc3)[nH]c2n(CCC)c1=O. Reaction SMILES: [CH2:1]([CH2:2][CH3:3])[n:4]1[c:5](=[O:31])[n:6]([CH2:28][CH2:29][CH3:30])[c:7]2[nH:8][c:9]([CH:14]([CH2:15][c:16]3[cH:17][cH:18][c:19]([S:22][CH2:23][C:24](=[O:25])[OH:26])[cH:20][cH:21]3)[CH3:27])[n:10][c:11]2[c:12]1=[O:13].[CH3:41][N:42]([CH3:43])[CH2:44][CH2:45][CH2:46][N:47]=[C:48]=[N:49][CH2:50][CH3:51].[CH3:56][N:57]([CH3:58])[CH:59]=[O:60].[CH3:61][OH:62].[CH:63]([Cl:64])([Cl:65])[Cl:66].[ClH:40].[NH2:52][CH2:53][CH2:54][NH2:55].[OH:32][N:33]1[C:34](=[O:35])[CH2:36][CH2:37][C:38]1=[O:39]>>[CH2:1]([CH2:2][CH3:3])[n:4]1[c:5](=[O:31])[n:6]([CH2:28][CH2:29][CH3:30])[c:7]2[nH:8][c:9]([CH:14]([CH2:15][c:16]3[cH:17][cH:18][c:19]([S:22][CH2:23][C:24](=[O:26])[NH:55][CH2:54][CH2:53][NH2:52])[cH:20][cH:21]3)[CH3:27])[n:10][c:11]2[c:12]1=[O:13].